From a dataset of the Open Reaction Database (ORD), a public repository of structured organic reaction records. describe an organic reaction: reactants, conditions, products, and yield The reactants are CCCc1nn(C)c2c(=O)[nH]c(C(OC(C)=O)c3ccccc3)nc12, CCO, [K+], [OH-]. Product: CCCc1nn(C)c2c(=O)[nH]c(C(O)c3ccccc3)nc12. As a reaction SMILES: [C:1](=[O:2])([CH3:3])[O:4][CH:5]([c:6]1[cH:7][cH:8][cH:9][cH:10][cH:11]1)[c:12]1[nH:13][c:14](=[O:25])[c:15]2[c:16]([n:17]1)[c:18]([CH2:22][CH2:23][CH3:24])[n:19][n:20]2[CH3:21].[CH3:28][CH2:29][OH:30].[K+:27].[OH-:26]>>[OH:4][CH:5]([c:6]1[cH:7][cH:8][cH:9][cH:10][cH:11]1)[c:12]1[nH:13][c:14](=[O:25])[c:15]2[c:16]([n:17]1)[c:18]([CH2:22][CH2:23][CH3:24])[n:19][n:20]2[CH3:21]. The reactants are [Al+3], N#CCc1ccccc1CCc1ccc(Br)cc1, O=C([O-])C=CC(=O)O, CO, [H-], [H-], [H-], [H-], [Li+], [Na+], [OH-], O, O=C(O)C=CC(=O)O. Product: NCCc1ccccc1CCc1ccc(Br)cc1. Reaction SMILES: [Al+3:2].[Br:7][c:8]1[cH:9][cH:10][c:11]([CH2:12][CH2:13][c:14]2[c:15]([CH2:20][C:21]#[N:22])[cH:16][cH:17][cH:18][cH:19]2)[cH:23][cH:24]1.[C:27]([OH:28])(=[O:29])[CH:30]=[CH:31][C:32]([O-:33])=[O:34].[CH3:43][OH:44].[H-:1].[H-:4].[H-:5].[H-:6].[Li+:3].[Na+:26].[OH-:25].[OH2:45].[OH:35][C:36]([CH:37]=[CH:38][C:39](=[O:40])[OH:41])=[O:42]>>[Br:7][c:8]1[cH:9][cH:10][c:11]([CH2:12][CH2:13][c:14]2[c:15]([CH2:20][CH2:21][NH2:22])[cH:16][cH:17][cH:18][cH:19]2)[cH:23][cH:24]1. Reactants: Cc1nonc1C(=O)O, CN(C)c1ccncc1, CCN(C(C)C)C(C)C, ClCCl, N#Cc1cccc(N)c1, CN(C)C=O. Yields the product Cc1nonc1C(=O)Nc1cccc(C#N)c1. RXN SMILES: [CH3:1][c:2]1[c:3]([C:7](=[O:8])[OH:9])[n:4][o:5][n:6]1.[CH3:36][N:37]([c:38]1[cH:39][cH:40][n:41][cH:42][cH:43]1)[CH3:44].[CH:19]([N:20]([CH2:21][CH3:22])[CH:23]([CH3:24])[CH3:25])([CH3:26])[CH3:27].[Cl:33][CH2:34][Cl:35].[NH2:10][c:11]1[cH:12][c:13]([C:14]#[N:15])[cH:16][cH:17][cH:18]1.[O:28]=[CH:29][N:30]([CH3:31])[CH3:32]>>[CH3:1][c:2]1[c:3]([C:7](=[O:9])[NH:10][c:11]2[cH:12][c:13]([C:14]#[N:15])[cH:16][cH:17][cH:18]2)[n:4][o:5][n:6]1. The reactants are CO, O=[Hg], O=C(NCCc1ccc(S(=O)(=O)NC(=S)NC2CCCCC2)cc1)N1Cc2ccccc2C1=O, O. Yields the product O=C(NC1CCCCC1)NS(=O)(=O)c1ccc(CCNC(=O)N2Cc3ccccc3C2=O)cc1. RXN SMILES: [CH3:36][OH:37].[Hg:38]=[O:39].[O:1]=[C:2]1[N:3]([C:11](=[O:12])[NH:13][CH2:14][CH2:15][c:16]2[cH:17][cH:18][c:19]([S:22](=[O:23])(=[O:24])[NH:25][C:26](=[S:27])[NH:28][CH:29]3[CH2:30][CH2:31][CH2:32][CH2:33][CH2:34]3)[cH:20][cH:21]2)[CH2:4][c:5]2[cH:6][cH:7][cH:8][cH:9][c:10]21.[OH2:35]>>[O:1]=[C:2]1[N:3]([C:11](=[O:12])[NH:13][CH2:14][CH2:15][c:16]2[cH:17][cH:18][c:19]([S:22](=[O:23])(=[O:24])[NH:25][C:26]([NH:28][CH:29]3[CH2:30][CH2:31][CH2:32][CH2:33][CH2:34]3)=[O:35])[cH:20][cH:21]2)[CH2:4][c:5]2[cH:6][cH:7][cH:8][cH:9][c:10]21.